From a dataset of the Open Reaction Database (ORD), a public repository of structured organic reaction records. describe an organic reaction: reactants, conditions, products, and yield Reactants: C, CC(=O)O, CC(C)(CC(=O)O)CC(=O)c1ccccc1, [H][H], [Pd]. The product is CC(C)(CCc1ccccc1)CC(=O)O. As a reaction SMILES: [C:23].[CH3:19][C:20](=[O:21])[OH:22].[CH3:1][C:2]([CH2:3][C:4](=[O:5])[OH:6])([CH2:7][C:8]([c:9]1[cH:10][cH:11][cH:12][cH:13][cH:14]1)=[O:15])[CH3:16].[H:17][H:18].[Pd:24]>>[CH3:1][C:2]([CH2:3][C:4](=[O:5])[OH:6])([CH2:7][CH2:8][c:9]1[cH:10][cH:11][cH:12][cH:13][cH:14]1)[CH3:16]. The reactants are BrCC(=O)C1=CC=CC=C1 (2-bromoacetophenone), C([O-])([O-])=O.[K+].[K+] (potassium carbonate), NC1=C(C=CC=C1)O (2-aminophenol). The reagents and catalysts are S(=O)(=O)(O)[O-].C(CCC)[N+](CCCC)(CCCC)CCCC (tetra-n-butyl ammonium hydrogensulfate). Solvent: C(Cl)Cl (CH2Cl2), O (water), C(Cl)Cl (CH2Cl2). Conditions: time 8 hour. Yields the product C1(=CC=CC=C1)C=1COC2=C(N1)C=CC=C2 (3-phenyl-2H-1,4-benzoxazine). Yield: 61.1%. As a reaction SMILES: C(=O)([O-])[O-].[K+].[K+].[NH2:7][C:8]1[CH:13]=[CH:12][CH:11]=[CH:10][C:9]=1[OH:14].Br[CH2:16][C:17]([C:19]1[CH:24]=[CH:23][CH:22]=[CH:21][CH:20]=1)=O>O.C(Cl)Cl.S([O-])(O)(=O)=O.C([N+](CCCC)(CCCC)CCCC)CCC>[C:19]1([C:17]2[CH2:16][O:14][C:9]3[CH:10]=[CH:11][CH:12]=[CH:13][C:8]=3[N:7]=2)[CH:24]=[CH:23][CH:22]=[CH:21][CH:20]=1 |f:0.1.2,7.8|. Reported procedure: To potassium carbonate (72 g, 521 mmol) in water (360 mL) and CH2Cl2 (400 mL) is added 2-aminophenol (10.05 g, 92.1 mmol) and tetra-n-butyl ammonium hydrogensulfate (0.156 g, 0.46 mmol). With vigorous stirring a solution of 2-bromoacetophenone (18.33 g, 92.1 mmol) in CH2Cl2 (150 mL) is added dropwise over a period of 45 min. The mixture is allowed to stir overnight. The layers are separated and the organic layer is washed 3 times with water (300 mL), dried over magnesium sulfate and concentrated... Reactants: CCOC(=O)C(C)Oc1c(COc2ccc3oc(-c4nc(C(C)(C)C)cs4)cc3c2)cccc1OC, CO, [Na+], C1CCOC1, [OH-]. Product: COc1cccc(COc2ccc3oc(-c4nc(C(C)(C)C)cs4)cc3c2)c1OC(C)C(=O)O. As a reaction SMILES: [C:1]([CH3:2])([CH3:3])([CH3:4])[c:5]1[n:6][c:7](-[c:10]2[o:11][c:12]3[c:13]([cH:14]2)[cH:15][c:16]([O:19][CH2:20][c:21]2[c:22]([O:23][CH:24]([C:25](=[O:26])[O:27][CH2:28][CH3:29])[CH3:30])[c:31]([O:35][CH3:36])[cH:32][cH:33][cH:34]2)[cH:17][cH:18]3)[s:8][cH:9]1.[CH3:44][OH:45].[Na+:43].[O:37]1[CH2:38][CH2:39][CH2:40][CH2:41]1.[OH-:42]>>[C:1]([CH3:2])([CH3:3])([CH3:4])[c:5]1[n:6][c:7](-[c:10]2[o:11][c:12]3[c:13]([cH:14]2)[cH:15][c:16]([O:19][CH2:20][c:21]2[c:22]([O:23][CH:24]([C:25](=[O:26])[OH:27])[CH3:30])[c:31]([O:35][CH3:36])[cH:32][cH:33][cH:34]2)[cH:17][cH:18]3)[s:8][cH:9]1.